From a dataset of the Open Reaction Database (ORD), a public repository of structured organic reaction records. describe an organic reaction: reactants, conditions, products, and yield Starting materials: ClC=1C=C2C=C(NC2=CC1)C(=O)O (5-Chloroindole-2-carboxylic acid), O.ON1N=NC2=C1C=CC=C2 (1-hydroxybenzotriazole monohydrate), Cl.CN(CCCN=C=NCC)C (1-(3-dimethylaminopropyl)-3-ethylcarbodiimide hydrochloride), C(C)(C)(C)OC(=O)N[C@H]1[C@@H](CCCC1)N ((±)-trans-N-tert-butoxycarbonyl-1,2-cyclohexanediamine). Run in CN(C=O)C (N,N-dimethylformamide). Reaction conditions: time 3 day. The product is C(C)(C)(C)OC(=O)N[C@H]1[C@@H](CCCC1)NC(=O)C=1NC2=CC=C(C=C2C1)Cl ((±)-trans-N1-(tert-Butoxycarbonyl)-N2-[(5-chloroindol-2-yl)carbonyl]-1,2-cyclohexanediamine). Yield: 95.0%. As a reaction SMILES: [Cl:1][C:2]1[CH:3]=[C:4]2[C:8](=[CH:9][CH:10]=1)[NH:7][C:6]([C:11]([OH:13])=O)=[CH:5]2.O.ON1C2C=CC=CC=2N=N1.Cl.CN(C)CCCN=C=NCC.[C:37]([O:41][C:42]([NH:44][C@@H:45]1[CH2:50][CH2:49][CH2:48][CH2:47][C@H:46]1[NH2:51])=[O:43])([CH3:40])([CH3:39])[CH3:38]>CN(C)C=O>[C:37]([O:41][C:42]([NH:44][C@@H:45]1[CH2:50][CH2:49][CH2:48][CH2:47][C@H:46]1[NH:51][C:11]([C:6]1[NH:7][C:8]2[C:4]([CH:5]=1)=[CH:3][C:2]([Cl:1])=[CH:10][CH:9]=2)=[O:13])=[O:43])([CH3:40])([CH3:38])[CH3:39] |f:1.2,3.4|. Procedure: 5-Chloroindole-2-carboxylic acid (2.88 g), 1-hydroxybenzotriazole monohydrate (2.08 g) and 1-(3-dimethylaminopropyl)-3-ethylcarbodiimide hydrochloride (2.95 g) were added to a solution of (±)-trans-N-tert-butoxycarbonyl-1,2-cyclohexanediamine (3.00 g) in N,N-dimethylformamide (10 ml) at room temperature. After stirring for 3 days, the reaction mixture was concentrated under reduced pressure, and dichloromethane (30 ml), a saturated aqueous solution (150 ml) of sodium hydrogencarbonate and water ... Starting materials: ClC1=CC=C(C=CC(C(C)(C)C)=O)C=C1 (4-chlorobenzalpinacolone), C1(=CC=CC=C1)S (thiophenol). The reagents and catalysts are C(C)N(CC)CC (triethylamine). Run in C(C)O (ethanol). Conditions: time 4 hour. The product is ClC1=CC=C(C=C1)C(CC(C(C)(C)C)=O)SC1=CC=CC=C1 (1-(4-chlorophenyl)-4,4-dimethyl-1-phenylthiopentan-3-one). RXN SMILES: [Cl:1][C:2]1[CH:15]=[CH:14][C:5]([CH:6]=[CH:7][C:8](=[O:13])[C:9]([CH3:12])([CH3:11])[CH3:10])=[CH:4][CH:3]=1.[C:16]1([SH:22])[CH:21]=[CH:20][CH:19]=[CH:18][CH:17]=1>C(N(CC)CC)C.C(O)C>[Cl:1][C:2]1[CH:3]=[CH:4][C:5]([CH:6]([S:22][C:16]2[CH:21]=[CH:20][CH:19]=[CH:18][CH:17]=2)[CH2:7][C:8](=[O:13])[C:9]([CH3:10])([CH3:11])[CH3:12])=[CH:14][CH:15]=1. Reported procedure: To a mixture of 4-chlorobenzalpinacolone (22.3 g), triethylamine (5 drops) and ethanol (250 ml) was added thiophenol (12 g) and the mixture was kept to 70° C. for 4 hours. After ice-cooling, the resulted precipitates were collected by filtration, washed with cold ethanol and dried to give white crystals of the captioned compound (29 g; 84%). m.p. 127°-128° C. Starting materials: cobalt aluminum spinel, C(C)C1C(C(CCC1)CC)N (2,6-diethylcyclohexylamine). The reagents and catalysts are [Pd] (palladium). Product: C(C)C1=C(N)C(=CC=C1)CC (2,6-Diethylaniline). Yield: 96.0%. RXN SMILES: [CH2:1]([CH:3]1[CH2:8][CH2:7][CH2:6][CH:5]([CH2:9][CH3:10])[CH:4]1[NH2:11])[CH3:2]>[Pd]>[CH2:1]([C:3]1[CH:8]=[CH:7][CH:6]=[C:5]([CH2:9][CH3:10])[C:4]=1[NH2:11])[CH3:2]. Procedure details: The procedure described in Example 27 is followed, using a catalyst which contains 1.0% by weight of palladium on a cobalt/aluminum spinel and starting from 2,6-diethylcyclohexylamine. 2,6-Diethylaniline (boiling point=243° C.) is obtained in a yield of 96% of the theory. Reactants: N[C@@H](CC1=CC=CC=C1)C(=O)OC.Cl (Phe-OMe hydrochloride), C(Cl)(Cl)Cl (chloroform). Solvent: C(Cl)Cl (methylene chloride). The product is tetrapeptide (ε-INOC)Lys-Asn-Phe-Phe-OMe.2HCl, N[C@@H](CC1=CC=CC=C1)C(=O)N[C@@H](CC1=CC=CC=C1)C(=O)OC.Cl (Phe-Phe-OMe hydrochloride). RXN SMILES: [NH2:1][C@H:2]([C:10]([O:12][CH3:13])=[O:11])[CH2:3][C:4]1[CH:9]=[CH:8][CH:7]=[CH:6][CH:5]=1.Cl.C(Cl)(Cl)[Cl:16]>C(Cl)Cl>[NH2:1][C@H:2]([C:10]([NH:1][C@H:2]([C:10]([O:12][CH3:13])=[O:11])[CH2:3][C:4]1[CH:9]=[CH:8][CH:7]=[CH:6][CH:5]=1)=[O:11])[CH2:3][C:4]1[CH:5]=[CH:6][CH:7]=[CH:8][CH:9]=1.[ClH:16] |f:0.1,4.5|. Procedure details: The C-terminal tetrapeptide (ε-INOC)Lys-Asn-Phe-Phe-OMe.2HCl is prepared by reacting Phe-OMe hydrochloride with BOC-PheHSE, which reaction is conducted in a suitable organic solvent, such as chloroform or methylene chloride, overnight at a basic pH. Insoluble materials are separated and the organic solution evaporated to dryness and the residue recrystallized. The blocked dipeptide is treated with anhydrous hydrogen chloride in ethyl acetate, thereby cleaving the BOC substituent to form Phe-Phe-... The reactants are O=Cc1ccc(Br)cc1OC(F)(F)F, CC(=O)O[BH-](OC(C)=O)OC(C)=O, C1CCNCC1, ClCCl, [Na+]. The product is FC(F)(F)Oc1cc(Br)ccc1CN1CCCCC1. RXN SMILES: [Br:1][c:2]1[cH:3][c:4]([O:10][C:11]([F:12])([F:13])[F:14])[c:5]([CH:6]=[O:7])[cH:8][cH:9]1.[C:21]([O:22][BH-:23]([O:24][C:25](=[O:26])[CH3:27])[O:28][C:29](=[O:30])[CH3:31])(=[O:32])[CH3:33].[CH2:15]1[CH2:16][CH2:17][NH:18][CH2:19][CH2:20]1.[Cl:35][CH2:36][Cl:37].[Na+:34]>>[Br:1][c:2]1[cH:3][c:4]([O:10][C:11]([F:12])([F:13])[F:14])[c:5]([CH2:6][N:18]2[CH2:17][CH2:16][CH2:15][CH2:20][CH2:19]2)[cH:8][cH:9]1. Reactants: C(#C)[Mg]Br (ethynylmagnesium bromide), FC(C=1C=C(OC1)C=O)(F)F (4-trifluoromethyl-2-furancarboxaldehyde), C([O-])(O)=O.[Na+] (sodium bicarbonate). The solvent is O1CCCC1 (tetrahydrofuran). The product is FC(C=1C=C(OC1)C(C#C)O)(F)F (1-(4-trifluoromethyl-2-furyl)-2-propynol). As a reaction SMILES: [F:1][C:2]([F:11])([F:10])[C:3]1[CH:4]=[C:5]([CH:8]=[O:9])[O:6][CH:7]=1.[C:12]([Mg]Br)#[CH:13].C(=O)(O)[O-].[Na+]>O1CCCC1>[F:11][C:2]([F:10])([F:1])[C:3]1[CH:4]=[C:5]([CH:8]([OH:9])[C:12]#[CH:13])[O:6][CH:7]=1 |f:2.3|. Procedure details: 1.8 g of the product of Stage F were cooled to 0°/+5° C. in 20 ml of tetrahydrofuran and 24 ml of ethynylmagnesium bromide were added over 30 minutes. The mixture was allowed to return to room temperature and was then poured into a saturated aqueous sodium bicarbonate solution and extracted with methylene chloride. The extract was dried and the solvent was evaporated to obtain 0.8 g of the expected product after chromatography on silica (eluent: methylene chloride). Reactants: C=CC1(F)CN(C2CCCC2)c2nc(Cl)ncc2N(C)C1=O, Cl, COc1cc(C(=O)O)ccc1N. The product is C=CC1(F)CN(C2CCCC2)c2nc(Nc3ccc(C(=O)O)cc3OC)ncc2N(C)C1=O. Reaction SMILES: [Cl:1][c:2]1[n:3][cH:4][c:5]2[c:6]([n:22]1)[N:7]([CH:17]1[CH2:18][CH2:19][CH2:20][CH2:21]1)[CH2:8][C:9]([CH:14]=[CH2:15])([F:16])[C:10](=[O:13])[N:11]2[CH3:12].[ClH:35].[NH2:23][c:24]1[c:25]([O:33][CH3:34])[cH:26][c:27]([C:28](=[O:29])[OH:30])[cH:31][cH:32]1>>[c:2]1([NH:23][c:24]2[c:25]([O:33][CH3:34])[cH:26][c:27]([C:28](=[O:29])[OH:30])[cH:31][cH:32]2)[n:3][cH:4][c:5]2[c:6]([n:22]1)[N:7]([CH:17]1[CH2:18][CH2:19][CH2:20][CH2:21]1)[CH2:8][C:9]([CH:14]=[CH2:15])([F:16])[C:10](=[O:13])[N:11]2[CH3:12]. Starting materials: CCOC(Cc1ccc(OCc2nc(-c3ccccc3)oc2C)cc1C)C(=O)OC, [Li+], [OH-]. Yields the product CCOC(Cc1ccc(OCc2nc(-c3ccccc3)oc2C)cc1C)C(=O)O. RXN SMILES: [CH3:1][O:2][C:3]([CH:4]([CH2:5][c:6]1[c:7]([CH3:26])[cH:8][c:9]([O:12][CH2:13][c:14]2[n:15][c:16](-[c:20]3[cH:21][cH:22][cH:23][cH:24][cH:25]3)[o:17][c:18]2[CH3:19])[cH:10][cH:11]1)[O:27][CH2:28][CH3:29])=[O:30].[Li+:32].[OH-:31]>>[O:2]=[C:3]([CH:4]([CH2:5][c:6]1[c:7]([CH3:26])[cH:8][c:9]([O:12][CH2:13][c:14]2[n:15][c:16](-[c:20]3[cH:21][cH:22][cH:23][cH:24][cH:25]3)[o:17][c:18]2[CH3:19])[cH:10][cH:11]1)[O:27][CH2:28][CH3:29])[OH:30].